From a dataset of the Open Reaction Database (ORD), a public repository of structured organic reaction records. describe an organic reaction: reactants, conditions, products, and yield The reactants are CC(C)(C)[O-], CCC1=C2c3[nH]c4ccc(OC)cc4c3CCN2C(=S)CC1, Cl, [K+], CN(C)C=O, O. As a reaction SMILES: [CH3:1][C:2]([CH3:3])([O-:4])[CH3:5].[CH3:7][O:8][c:9]1[cH:10][c:11]2[c:12]([cH:13][cH:14]1)[nH:15][c:16]1[c:17]2[CH2:18][CH2:19][N:20]2[C:21](=[S:28])[CH2:22][CH2:23][C:24]([CH2:26][CH3:27])=[C:25]12.[ClH:30].[K+:6].[O:31]=[CH:32][N:33]([CH3:34])[CH3:35].[OH2:29]>>[CH3:7][O:8][c:9]1[cH:10][c:11]2[c:12]([cH:13][cH:14]1)[nH:15][c:16]1[c:17]2[CH:18]=[CH:19][N:20]2[C:21](=[S:28])[CH2:22][CH2:23][C:24]([CH2:26][CH3:27])=[C:25]12. Yields the product CCC1=C2c3[nH]c4ccc(OC)cc4c3C=CN2C(=S)CC1. The reactants are CCCI, N, Cc1cnc(S)nc1-c1c[nH]c(C(=O)NC(CO)c2ccccc2)c1. The product is CCCSc1ncc(C)c(-c2c[nH]c(C(=O)NC(CO)c3ccccc3)c2)n1. RXN SMILES: [CH2:26]([CH2:27][CH3:28])[I:29].[NH3:30].[OH:1][CH2:2][CH:3]([c:4]1[cH:5][cH:6][cH:7][cH:8][cH:9]1)[NH:10][C:11](=[O:12])[c:13]1[nH:14][cH:15][c:16](-[c:18]2[n:19][c:20]([SH:25])[n:21][cH:22][c:23]2[CH3:24])[cH:17]1>>[OH:1][CH2:2][CH:3]([c:4]1[cH:5][cH:6][cH:7][cH:8][cH:9]1)[NH:10][C:11](=[O:12])[c:13]1[nH:14][cH:15][c:16](-[c:18]2[n:19][c:20]([S:25][CH2:26][CH2:27][CH3:28])[n:21][cH:22][c:23]2[CH3:24])[cH:17]1. The reactants are O=C1CCC(=O)N1Br, ClC(Cl)(Cl)Cl, CCc1noc2ccccc12. Yields the product CC(Br)c1noc2ccccc12. As a reaction SMILES: [Br:12][N:13]1[C:14](=[O:15])[CH2:16][CH2:17][C:18]1=[O:19].[C:20]([Cl:21])([Cl:22])([Cl:23])[Cl:24].[CH2:1]([CH3:2])[c:3]1[n:4][o:5][c:6]2[c:7]1[cH:8][cH:9][cH:10][cH:11]2>>[CH:1]([CH3:2])([c:3]1[n:4][o:5][c:6]2[c:7]1[cH:8][cH:9][cH:10][cH:11]2)[Br:12]. Starting materials: [H-].[Na+] (sodium hydride), BrC1=CNC=2C1=NC=CN2 (7-bromo-5H-pyrrolo[3,2-b]pyrazine), C1(=CC=CC=C1)S(=O)(=O)Cl (benzenesulfonyl chloride). The solvent is CN(C=O)C (N,N-dimethylformamide). Run at temperature 0 celsius, time 30 minute. Yields the product BrC1(CNC=2C1=NC=CN2)S(=O)(=O)C2=CC=CC=C2 (7-bromo-7-(phenylsulfonyl)-5H-pyrrolo[3,2-b]pyrazine). RXN SMILES: [Br:1][C:2]1[C:6]2=[N:7][CH:8]=[CH:9][N:10]=[C:5]2[NH:4][CH:3]=1.[H-].[Na+].[C:13]1([S:19](Cl)(=[O:21])=[O:20])[CH:18]=[CH:17][CH:16]=[CH:15][CH:14]=1>CN(C)C=O>[Br:1][C:2]1([S:19]([C:13]2[CH:18]=[CH:17][CH:16]=[CH:15][CH:14]=2)(=[O:21])=[O:20])[C:6]2=[N:7][CH:8]=[CH:9][N:10]=[C:5]2[NH:4][CH2:3]1 |f:1.2|. Procedure: A solution of 7-bromo-5H-pyrrolo[3,2-b]pyrazine (1 g, 5.05 mmol) in N,N-dimethylformamide (10 ml) was cooled at 0° C., and sodium hydride (167 mg, 5.55 mmol) was added in several portions. After stirring at 0° C. for 30 minutes, benzenesulfonyl chloride (980 mg, 5.55 mmol) was added via syringe. The mixture was allowed to warm up to room temperature and stirred for 4 hours. The reaction mixture was partitioned between ethyl acetate and brine. The organic phase was washed with brine and concentra...